From a dataset of the Open Reaction Database (ORD), a public repository of structured organic reaction records. describe an organic reaction: reactants, conditions, products, and yield Solvent: C(Cl)Cl (methylene chloride). Reaction SMILES: [OH:1][CH2:2][C:3]1[O:4][C:5]2[CH:12]=[CH:11][CH:10]=[C:9]([OH:13])[C:6]=2[C:7]=1[CH3:8].[Cr](Cl)([O-])(=O)=O.[NH+]1C=CC=CC=1>C(Cl)Cl>[CH:2]([C:3]1[O:4][C:5]2[CH:12]=[CH:11][CH:10]=[C:9]([OH:13])[C:6]=2[C:7]=1[CH3:8])=[O:1] |f:1.2|. The reactants are OCC=1OC2=C(C1C)C(=CC=C2)O (2-Hydroxymethyl-3-methyl-4-hydroxybenzofuran), [Cr](=O)(=O)([O-])Cl.[NH+]1=CC=CC=C1 (pyridinium chlorochromate). Yields the product C(=O)C=1OC2=C(C1C)C(=CC=C2)O (2-Formyl-4-hydroxy-3-methylbenzofuran). Conditions: time 1.5 hour. Reported procedure: To a solution of the compound of step A (356 mg) in methylene chloride (50 ml) is added pyridinium chlorochromate (648 mg). Stir the reaction mixture at room temperature for 1.5 hours and then filter through a bed of Florisil. Evaporate the filtrate and purify the residue by chromatography over 30 g of silica gel, using methylene chloride-ethyl acetate as eluent to obtain the title compound. The reactants are COC(=O)C=1C(=C2C=C(C(N(C2=C(N1)C)CC1=CC=CC=C1)=O)C1=CC=CC=C1)O (1-benzyl-5-hydroxy-8-methyl-2-oxo-3-phenyl-1,2-dihydro-[1,7]naphthyridine-6-carboxylic acid methyl ester), Cl.NCCN(S(=O)(=O)C)C (N-(2-amino-ethyl)-N-methyl-methanesulfonamide HCl salt), C[O-].[Na+] (NaOMe). Run in CCO (EtOH). Reaction conditions: temperature 140 celsius. Yields the product EtOAc hexanes, CS(=O)(=O)N(CCNC(=O)C=1C(=C2C=C(C(N(C2=C(N1)C)CC1=CC=CC=C1)=O)C1=CC=CC=C1)O)C (1-Benzyl-5-hydroxy-8-methyl-2-oxo-3-phenyl-1,2-dihydro-[1,7]naphthyridine-6-carboxylic acid [2-(methanesulfonyl-methyl-amino)-ethyl]-amide). Yield: 34.9%. Reaction SMILES: CO[C:3]([C:5]1[C:6]([OH:30])=[C:7]2[C:12](=[C:13]([CH3:15])[N:14]=1)[N:11]([CH2:16][C:17]1[CH:22]=[CH:21][CH:20]=[CH:19][CH:18]=1)[C:10](=[O:23])[C:9]([C:24]1[CH:29]=[CH:28][CH:27]=[CH:26][CH:25]=1)=[CH:8]2)=[O:4].Cl.[NH2:32][CH2:33][CH2:34][N:35]([CH3:40])[S:36]([CH3:39])(=[O:38])=[O:37].C[O-].[Na+]>CCO>[CH3:39][S:36]([N:35]([CH3:40])[CH2:34][CH2:33][NH:32][C:3]([C:5]1[C:6]([OH:30])=[C:7]2[C:12](=[C:13]([CH3:15])[N:14]=1)[N:11]([CH2:16][C:17]1[CH:22]=[CH:21][CH:20]=[CH:19][CH:18]=1)[C:10](=[O:23])[C:9]([C:24]1[CH:29]=[CH:28][CH:27]=[CH:26][CH:25]=1)=[CH:8]2)=[O:4])(=[O:38])=[O:37] |f:1.2,3.4|. Procedure details: A mixture of 1-benzyl-5-hydroxy-8-methyl-2-oxo-3-phenyl-1,2-dihydro-[1,7]naphthyridine-6-carboxylic acid methyl ester (35 mg, 0.088 mmol), N-(2-amino-ethyl)-N-methyl-methanesulfonamide HCl salt (83 mg, 0.44 mmol), and NaOMe (24 mg, 0.44 mmol) in EtOH (3 mL) was heated at 140° C. for 6 h in a microwave reactor. Solvent was evaporated in vacuo, and the residue was partitioned between EtOAc and 0.1 M HCl. The organic layer was dried over MgSO4 and concentrated. The residue was purified twice by sil... Starting materials: [H-].[Na+] (NaH), C(#N)C=1C=C(C=CC1)N(CCO)CC(C)C1=CC=C(C=C1)C1=C(C=CC=C1)S(=O)(=O)NC(C)(C)C (N-[3-(cyano)phenyl]-N-[2-[2'-(1,1-dimethylethylaminosulfonyl)[1,1'-biphenyl]-4-yl]propyl]-N-2-(hydroxy)ethylamine), IC (iodomethane). The solvent is C1CCOC1 (THF). Run at time 8 hour. Yields the product C(#N)C=1C=C(C=CC1)N(CCOC)CC(C)C1=CC=C(C=C1)C1=C(C=CC=C1)S(=O)(=O)NC(C)(C)C (N-[3-(Cyano)phenyl]-N-[2-[2'-(1,1-dimethylethylaminosulfonyl)[1,1'-biphenyl]-4-yl]propyl]-N-2-(methoxy)ethylamine). Reaction SMILES: [C:1]([C:3]1[CH:4]=[C:5]([N:9]([CH2:13][CH:14]([C:16]2[CH:21]=[CH:20][C:19]([C:22]3[CH:27]=[CH:26][CH:25]=[CH:24][C:23]=3[S:28]([NH:31][C:32]([CH3:35])([CH3:34])[CH3:33])(=[O:30])=[O:29])=[CH:18][CH:17]=2)[CH3:15])[CH2:10][CH2:11][OH:12])[CH:6]=[CH:7][CH:8]=1)#[N:2].[H-].[Na+].I[CH3:39]>C1COCC1>[C:1]([C:3]1[CH:4]=[C:5]([N:9]([CH2:13][CH:14]([C:16]2[CH:21]=[CH:20][C:19]([C:22]3[CH:27]=[CH:26][CH:25]=[CH:24][C:23]=3[S:28]([NH:31][C:32]([CH3:34])([CH3:33])[CH3:35])(=[O:30])=[O:29])=[CH:18][CH:17]=2)[CH3:15])[CH2:10][CH2:11][O:12][CH3:39])[CH:6]=[CH:7][CH:8]=1)#[N:2] |f:1.2|. Procedure details: Part A. N-[3-(cyano)phenyl]-N-[2-[2'-(1,1-dimethylethylaminosulfonyl)[1,1'-biphenyl]-4-yl]propyl]-N-2-(hydroxy)ethylamine (1.00 gm, 2.89 mmol) was dissolved in 100 mL of anhydrous THF followed by the addition of NaH (60% dispersion in mineral oil, 0.23 gm, 5.78 mmol). Once the evolution of gas ceased, iodomethane was added (0.411, 0.18 mL, 2.89 mmol) and the solution was allowed to stir overnight at room temperature. The solution was quenched with dilute HCl, and the volatiles removed in vacuum.... The reactants are CCOC(=O)Cc1nnc(-c2ccc([N+](=O)[O-])c(OC)c2)[nH]1, CO, [Na+], [OH-]. Product: COc1cc(-c2nnc(CC(=O)O)[nH]2)ccc1[N+](=O)[O-]. As a reaction SMILES: [CH3:1][O:2][c:3]1[cH:4][c:5](-[c:12]2[nH:13][c:14]([CH2:17][C:18](=[O:19])[O:20][CH2:21][CH3:22])[n:15][n:16]2)[cH:6][cH:7][c:8]1[N+:9](=[O:10])[O-:11].[CH3:25][OH:26].[Na+:24].[OH-:23]>>[CH3:1][O:2][c:3]1[cH:4][c:5](-[c:12]2[nH:13][c:14]([CH2:17][C:18](=[O:19])[OH:20])[n:15][n:16]2)[cH:6][cH:7][c:8]1[N+:9](=[O:10])[O-:11]. Starting materials: C(C)(C)[N-]C(C)C.[Li+] (Lithium diisopropylamide), CCCCCCC.C1CCOC1 (heptane THF), ClC1=NC=CC(=C1)OC1=C(C(=O)N(CC)CC)C=C(C=C1)C=1C=NC=NC1 (2-(2-chloropyridin-4-yloxy)-N,N-diethyl-5-(pyrimidin-5-yl)benzamide). The solvent is C1CCOC1 (THF). Run at temperature -78 celsius, time 2.5 hour. Yields the product ClC1=NC=CC2=C1C(C=1C=C(C=CC1O2)C=2C=NC=NC2)=O (1-chloro-8-(pyrimidin-5-yl)-10H-chromeno[3,2-c]pyridin-10-one). RXN SMILES: C([N-]C(C)C)(C)C.[Li+].CCCCCCC.C1COCC1.[Cl:21][C:22]1[CH:27]=[C:26]([O:28][C:29]2[CH:41]=[CH:40][C:39]([C:42]3[CH:43]=[N:44][CH:45]=[N:46][CH:47]=3)=[CH:38][C:30]=2[C:31](N(CC)CC)=[O:32])[CH:25]=[CH:24][N:23]=1>C1COCC1>[Cl:21][C:22]1[C:27]2[C:31](=[O:32])[C:30]3[CH:38]=[C:39]([C:42]4[CH:47]=[N:46][CH:45]=[N:44][CH:43]=4)[CH:40]=[CH:41][C:29]=3[O:28][C:26]=2[CH:25]=[CH:24][N:23]=1 |f:0.1,2.3|. Procedure: Lithium diisopropylamide, 1.8 M in heptane/THF (5.80 mL, 10.45 mmol) was added dropwise to a −78° C. solution of 2-(2-chloropyridin-4-yloxy)-N,N-diethyl-5-(pyrimidin-5-yl)benzamide (1.000 g, 2.61 mmol) in THF (20.0 mL). The reaction mixture was stirred at −78° C. for 2.5 h. The reaction mixture was quenched with saturated aqueous ammonium chloride solution and the mixture was partitioned between EtOAc and water. The aqueous phase was separated and extracted with DCM. The combined organic phases ... Reactants: C(C=C)C(CO)CO (2-allyl-1,3-propanediol), C(C)(=O)OC=C (vinyl acetate). Run at time 48 hour. Product: CC(=O)[O-] (monoacetate), C(C=C)C(CO)CO (2-allyl-1,3-propanediol). As a reaction SMILES: [CH2:1]([CH:4]([CH2:7][OH:8])[CH2:5][OH:6])[CH:2]=[CH2:3].[C:9]([O:12]C=C)(=[O:11])[CH3:10]>>[CH3:10][C:9]([O-:12])=[O:11].[CH2:1]([CH:4]([CH2:7][OH:8])[CH2:5][OH:6])[CH:2]=[CH2:3]. Procedure details: A mixture of 2-allyl-1,3-propanediol (0.116 g, 1 mmol), whole cells containing C. oxydans (0.1 g) and vinyl acetate saturated water (20 mL) was shaken at 30° C. and 300 RPM for 48 hours. The optically active monoacetate of 2-allyl-1,3-propanediol was obtained in 85% yield. Structure determination was done by nuclear magnetic resonance.